Dataset: the Open Reaction Database (ORD), a public repository of structured organic reaction records. Task: describe an organic reaction: reactants, conditions, products, and yield The reactants are Cl.FC=1C=C(C=CC1OC1=NC=NN2C1=C(C(=C2)OCCN2CCOCC2)C)NC(CC(=O)NC2=CC=C(C=C2)F)=O (N1-(3-Fluoro-4-(5-methyl-6-(2-morpholinoethoxy)pyrrolo[2,1-f][1,2,4]triazin-4-yloxy)phenyl)-N3-(4-fluorophenyl)malonamide, hydrochloride salt), Cl.FC=1C=C(C=CC1OC1=NC=NN2C1=C(C(=C2)OCCN2CCOCC2)C)NC(CC(=O)NC2=CC=C(C=C2)F)=O (N1-(3-Fluoro-4-(5-methyl-6-(2-morpholinoethoxy)pyrrolo[2,1-f][1,2,4]triazin-4-yloxy)phenyl)-N3-(4-fluorophenyl)malonamide, hydrochloride salt), FC=1C=C(C=CC1OC1=NC=NN2C1=C(C(=C2)OC)C)NC(=S)NC(CC2=CC=C(C=C2)F)=O (1-(3-Fluoro-4-(6-methoxy-5-methylpyrrolo[2,1-f][1,2,4]triazin-4-yloxy)phenyl)-3-(2-(4-fluorophenyl)acetyl)thiourea), FC=1C=C(C=CC1OC1=NC=NN2C1=C(C(=C2)OC)C)NC(=S)NC(CC2=CC=C(C=C2)F)=O (1-(3-Fluoro-4-(6-methoxy-5-methylpyrrolo[2,1-f][1,2,4]triazin-4-yloxy)phenyl)-3-(2-(4-fluorophenyl)acetyl)thiourea). The solvent is C1CCOC1 (THF). Run at time 2 hour. The product is Cl.FC=1C=C(C=CC1OC1=NC=NN2C1=C(C(=C2)OCCN2CCOCC2)C)NC(=S)NC(CC2=CC=C(C=C2)F)=O (1-(3-Fluoro-4-(5-methyl-6-(2-morpholinoethoxy)pyrrolo[2,1-f][1,2,4]triazin-4-yloxy)phenyl)-3-(2-(4-fluorophenyl)acetyl)thiourea, hydrochloride salt). The yield is 29.2%. Reaction SMILES: [ClH:1].FC1C=C(NC(=O)CC(NC2C=CC(F)=CC=2)=O)C=CC=1OC1C2=C(C)C(OC[CH2:21][N:22]3[CH2:27][CH2:26][O:25][CH2:24][CH2:23]3)=CN2N=CN=1.[F:43][C:44]1[CH:45]=[C:46]([NH:63][C:64]([NH:66][C:67](=[O:76])[CH2:68][C:69]2[CH:74]=[CH:73][C:72]([F:75])=[CH:71][CH:70]=2)=[S:65])[CH:47]=[CH:48][C:49]=1[O:50][C:51]1[C:56]2=[C:57]([CH3:62])[C:58]([O:60][CH3:61])=[CH:59][N:55]2[N:54]=[CH:53][N:52]=1>C1COCC1>[ClH:1].[F:43][C:44]1[CH:45]=[C:46]([NH:63][C:64]([NH:66][C:67](=[O:76])[CH2:68][C:69]2[CH:70]=[CH:71][C:72]([F:75])=[CH:73][CH:74]=2)=[S:65])[CH:47]=[CH:48][C:49]=1[O:50][C:51]1[C:56]2=[C:57]([CH3:62])[C:58]([O:60][CH2:61][CH2:21][N:22]3[CH2:27][CH2:26][O:25][CH2:24][CH2:23]3)=[CH:59][N:55]2[N:54]=[CH:53][N:52]=1 |f:0.1,4.5|. Procedure: To a solution of 3-fluoro-4-(5-methyl-6-(2-morpholinoethoxy)pyrrolo[2,1-f][1,2,4]triazin-4-yloxy)benzenamine (30 mg, 0.072 mmol, Compound C of Example 36) in 1 mL of THF was added 2-(4-fluorophenyl)ethanoyl isothiocyanate (19 mg, 0.1 mmol, Compound A of Example 2). The solution was allowed to stir at room temperature for 2 h and HPLC analysis indicated the completion of the reaction. The reaction was then quenched with NH3 in propanol and the resulting solution was loaded on a preparative HPLC t... The reactants are CCO[SiH](OCC)OCC, C=CCCOC1C#CCCCCC1. The product is CCO[Si](CCCCOC1C#CCCCCC1)(OCC)OCC. As a reaction SMILES: [CH2:14]([CH3:15])[O:16][SiH:17]([O:18][CH2:19][CH3:20])[O:21][CH2:22][CH3:23].[CH2:1]([CH2:2][CH:3]=[CH2:4])[O:5][CH:6]1[C:7]#[C:8][CH2:9][CH2:10][CH2:11][CH2:12][CH2:13]1>>[CH2:1]([CH2:2][CH2:3][CH2:4][Si:17]([O:16][CH2:14][CH3:15])([O:18][CH2:19][CH3:20])[O:21][CH2:22][CH3:23])[O:5][CH:6]1[C:7]#[C:8][CH2:9][CH2:10][CH2:11][CH2:12][CH2:13]1. Starting materials: ClC(C(=O)Cl)Cl (dichloroacetylchloride), COC=1C=C(C(C#N)NC)C=CC1OC (3,4-dimethoxy-α-cyanobenzyl-N-methylamine). Run in C1(=CC=CC=C1)C (toluene), solid, [OH-].[Na+] (NaOH), C1(=CC=CC=C1)C (toluene), O (water). Yields the product COC=1C=C(C(C#N)N(C(C(Cl)Cl)=O)C)C=CC1OC (N-(3,4-dimethoxy-α-cyanobenzyl)-N-methyl-dichloroacetamide). As a reaction SMILES: [Cl:1][CH:2]([Cl:6])[C:3](Cl)=[O:4].[CH3:7][O:8][C:9]1[CH:10]=[C:11]([CH:17]=[CH:18][C:19]=1[O:20][CH3:21])[CH:12]([NH:15][CH3:16])[C:13]#[N:14]>C1(C)C=CC=CC=1.O.[OH-].[Na+]>[CH3:7][O:8][C:9]1[CH:10]=[C:11]([CH:17]=[CH:18][C:19]=1[O:20][CH3:21])[CH:12]([N:15]([CH3:16])[C:3](=[O:4])[CH:2]([Cl:6])[Cl:1])[C:13]#[N:14] |f:4.5|. Reported procedure: A solution of 14.7 g of dichloroacetylchloride in 10 ml of toluene are added dropwise, while stirring at a temperature of -10° to 15° C. to another solution of 20.6 g of N-(3,4-dimethoxy-α-cyanobenzyl-N-methylamine (prepared according to J. Prakt. Chem. 285 (1961) p. 258) in 80 ml of toluene and 20 ml of water, in which was dissolved 4 g of solid NaOH. A solid reaction product precipitates, which is filtered and washed with water until the aqueous filtrate is neutral. The solid acid amide is dri... Starting materials: NC=1N=C(C2=C(N1)SC=C2CN(C2=CC=CC=C2)C2=CC=CC=C2)N (N-[(2,4-diaminothieno[2,3-d]pyrimidin-5-yl)methyl]-N,N-diphenylamine), NC=1N=C(C2=C(N1)SC=C2C)N (2,4-diamino-5-methylthieno[2,3-d]pyrimidine), C1=CC=CC=2C3=CC=CC=C3NC12 (carbazole). The product is NC=1N=C(C2=C(N1)SC=C2CN2C1=CC=CC=C1C=1C=CC=CC21)N (N-[(2,4-Diaminothieno[2,3-d]pyrimidin-5-yl)methyl]carbazole). Reaction SMILES: [NH2:1][C:2]1[N:3]=[C:4]([NH2:25])[C:5]2[C:10]([CH2:11][N:12]([C:19]3[CH:24]=[CH:23][CH:22]=[CH:21][CH:20]=3)[C:13]3[CH:18]=[CH:17][CH:16]=[CH:15][CH:14]=3)=[CH:9][S:8][C:6]=2[N:7]=1.NC1N=C(N)C2C(C)=CSC=2N=1.C1C2NC3C(=CC=CC=3)C=2C=CC=1>>[NH2:1][C:2]1[N:3]=[C:4]([NH2:25])[C:5]2[C:10]([CH2:11][N:12]3[C:19]4[CH:20]=[CH:21][CH:22]=[CH:23][C:24]=4[C:18]4[C:13]3=[CH:14][CH:15]=[CH:16][CH:17]=4)=[CH:9][S:8][C:6]=2[N:7]=1. Procedure: N-[(2,4-Diaminothieno[2,3-d]pyrimidin-5-yl)methyl]carbazole (Formula I: Ar=2,4-diaminothieno[2,3-d]pyrimidin-5-yl; W=CH2; X=N; Z=chemical bond; m=n=0) is prepared similarly to N-[(2,4-diaminothieno[2,3-d]pyrimidin-5-yl)methyl]-N,N-diphenylamine as disclosed in Example 11 above by using 2,4-diamino-5-methylthieno[2,3-d]pyrimidine (1.3 g, 7.2 mmol) in Step 1 and carbazole (129 mg, 0.8 mmol) in Step 3. The final product and its intermediates can be purified by chromatography. Yield: 28.3%. Starting materials: O1C(OCC1)C1=NC(=CC=C1OC)[N+](=O)[O-] (2-[1,3]dioxolan-2-yl-3-methoxy-6-nitro-pyridine), ClCS(=O)(=O)C1=CC=CC=C1 (chloromethylphenylsulfone), [K] (potassium), solution. Yields the product C1(=CC=CC=C1)S(=O)(=O)CC=1C(=NC(=C(C1)OC)C1OCCO1)[N+](=O)[O-] (3-benzenesulfonylmethyl-6-[1,3]dioxolan-2-yl-5-methoxy-2-nitro-pyridine). Run at time 18 hour. Procedure details: A mixture of 0.6 g (2.6 mmol) 2-[1,3]dioxolan-2-yl-3-methoxy-6-nitro-pyridine, 0.55 g (2.9 mmol) of chloromethylphenylsulfone and 2.9 ml (2.9 mmol) of potassium t-butoxode (1M solution in THF) in 5 ml of DMF were combined at 5° C. and stirred at ambient temperature for 18 hours. The reaction mixture was quenched with 25 ml of water and extracted with ethyl acetate. The ethyl acetate extracts were combined, dried (Na2SO4), and evaporated. The residue was chromatographed on silica using 5:1 chloro... Solvent: C1CCOC1 (THF), CN(C)C=O (DMF). RXN SMILES: [O:1]1[CH2:5][CH2:4][O:3][CH:2]1[C:6]1[C:11]([O:12][CH3:13])=[CH:10][CH:9]=[C:8]([N+:14]([O-:16])=[O:15])[N:7]=1.Cl[CH2:18][S:19]([C:22]1[CH:27]=[CH:26][CH:25]=[CH:24][CH:23]=1)(=[O:21])=[O:20].[K]>C1COCC1.CN(C=O)C>[C:22]1([S:19]([CH2:18][C:9]2[C:8]([N+:14]([O-:16])=[O:15])=[N:7][C:6]([CH:2]3[O:3][CH2:4][CH2:5][O:1]3)=[C:11]([O:12][CH3:13])[CH:10]=2)(=[O:21])=[O:20])[CH:27]=[CH:26][CH:25]=[CH:24][CH:23]=1 |^1:27|. Starting materials: CC1=C(C=CC=C1)P(C2=C(C=CC=C2)C)C3=C(C=CC=C3)C (P(o-tol)3), BrC1=CC2=C(NC(C(NC2)(C)C)=O)N=C1 (7-bromo-3,3-dimethyl-1,3,4,5-tetrahydro-pyrido[2,3-e][1,4]diazepin-2-one), CN(C(C=C)=O)CC=1OC2=C(C1C)C=CC=C2 (N-methyl-N-(3-methylbenzofuran-2-ylmethyl)acrylamide), C(C)N(C(C)C)C(C)C ((i-Pr)2EtN). The reagents and catalysts are CC(=O)[O-].CC(=O)[O-].[Pd+2] (Pd(OAc)2). The solvent is C(CC)#N (propionitrile), CN(C)C=O (DMF). Conditions: time 10 minute. The product is CC1(NCC2=C(NC1=O)N=CC(=C2)/C=C/C(=O)N(CC=2OC1=C(C2C)C=CC=C1)C)C ((E)-3-(3,3-Dimethyl-2-oxo-2,3,4,5-tetrahydro-1H-pyrido[2,3-e][1,4]diazepin-7-yl)-N-methyl-N-(3-methylbenzofuran-2-ylmethyl)acrylamide). The yield is 59.7%. RXN SMILES: Br[C:2]1[CH:15]=[N:14][C:5]2[NH:6][C:7](=[O:13])[C:8]([CH3:12])([CH3:11])[NH:9][CH2:10][C:4]=2[CH:3]=1.[CH3:16][N:17]([CH2:22][C:23]1[O:24][C:25]2[CH:32]=[CH:31][CH:30]=[CH:29][C:26]=2[C:27]=1[CH3:28])[C:18](=[O:21])[CH:19]=[CH2:20].C(N(C(C)C)C(C)C)C.CC1C=CC=CC=1P(C1C=CC=CC=1C)C1C=CC=CC=1C>C(#N)CC.CN(C=O)C.CC([O-])=O.CC([O-])=O.[Pd+2]>[CH3:11][C:8]1([CH3:12])[C:7](=[O:13])[NH:6][C:5]2[N:14]=[CH:15][C:2](/[CH:20]=[CH:19]/[C:18]([N:17]([CH3:16])[CH2:22][C:23]3[O:24][C:25]4[CH:32]=[CH:31][CH:30]=[CH:29][C:26]=4[C:27]=3[CH3:28])=[O:21])=[CH:3][C:4]=2[CH2:10][NH:9]1 |f:6.7.8|. Procedure: A suspension of 7-bromo-3,3-dimethyl-1,3,4,5-tetrahydro-pyrido[2,3-e][1,4]diazepin-2-one (0.27 g, 1.0 mmol) and N-methyl-N-(3-methylbenzofuran-2-ylmethyl)acrylamide (0.31 g, 1.4 mmol) in propionitrile (5 mL) and DMF (1.3 mL) was de-oxygenated with Ar for 10 min. The mixture was treated with (i-Pr)2EtN (0.37 mL, 2.1 mmol) and was de-oxygenated with Ar for 10 min. Pd(OAc)2 (22 mg, 0.098 mmol) and P(o-tol)3 (61 mg, 0.20 mmol) were added simultaneously, and the mixture was de-oxygenated a third time...